This data is from the Open Reaction Database (ORD), a public repository of structured organic reaction records. The task is: describe an organic reaction: reactants, conditions, products, and yield The reactants are C(C)(C)(C)OC(NC=1C=C2C(=CC(=NC2=CC1)C1=CC(=CC=C1)Cl)N)=O ([4-amino-2-(3-chlorophenyl)-quinolin-6-yl]-carbamic acid tert-butyl ester), FC(C(=O)O)(F)F (trifluoroacetic acid). Run in C(Cl)Cl (methylene chloride). Run at time 3 hour. The product is ClC=1C=C(C=CC1)C1=NC2=CC=C(C=C2C(=C1)N)N (2-(3-Chlorophenyl)-4,6-quinolinediamine). Yield: 95.8%. As a reaction SMILES: C(OC(=O)[NH:7][C:8]1[CH:9]=[C:10]2[C:15](=[CH:16][CH:17]=1)[N:14]=[C:13]([C:18]1[CH:23]=[CH:22][CH:21]=[C:20]([Cl:24])[CH:19]=1)[CH:12]=[C:11]2[NH2:25])(C)(C)C.FC(F)(F)C(O)=O>C(Cl)Cl>[Cl:24][C:20]1[CH:19]=[C:18]([C:13]2[CH:12]=[C:11]([NH2:25])[C:10]3[C:15](=[CH:16][CH:17]=[C:8]([NH2:7])[CH:9]=3)[N:14]=2)[CH:23]=[CH:22][CH:21]=1. Procedure: The BOC protecting group was removed by the following procedure. Into a 200 mL round bottom flask equipped with a magnetic stir bar and nitrogen inlet was placed 1.0 g (2.71 mmoles, 1 equiv) of [4-amino-2-(3-chlorophenyl)-quinolin-6-yl]-carbamic acid tert-butyl ester and 60 mL of a 1:2 mixture of trifluoroacetic acid and methylene chloride. The mixture was stirred at room temperature for 3 hrs., then concentrated. The residue was made basic with dilute NaOH solution then extracted with ethyl ace...